The task is: describe an organic reaction: reactants, conditions, products, and yield. This data is from the Open Reaction Database (ORD), a public repository of structured organic reaction records. The reactants are ClC1=NC(=CC=C1)NN (2-chloro-6-hydrazinopyridine), FC(C(CC(=O)C=1OC=CC1)=O)(F)F (4,4,4-trifluoro-1-(2-furyl)-1,3-butanedione). The reagents and catalysts are Cl (HCl). Solvent: CC(C)O (2-propanol). Yields the product ClC1=NC(=CC=C1)N1N=C(C=C1C=1OC=CC1)C(F)(F)F (2-chloro-6-(5-(furan-2-yl)-3-(trifluoromethyl)-1H-pyrazol-1-yl)pyridine). Isolated yield 89.7%. As a reaction SMILES: [Cl:1][C:2]1[CH:7]=[CH:6][CH:5]=[C:4]([NH:8][NH2:9])[N:3]=1.[F:10][C:11]([F:23])([F:22])[C:12](=O)[CH2:13][C:14]([C:16]1[O:17][CH:18]=[CH:19][CH:20]=1)=O>CC(O)C.Cl>[Cl:1][C:2]1[CH:7]=[CH:6][CH:5]=[C:4]([N:8]2[C:14]([C:16]3[O:17][CH:18]=[CH:19][CH:20]=3)=[CH:13][C:12]([C:11]([F:23])([F:10])[F:22])=[N:9]2)[N:3]=1. Reported procedure: To a stirred solution of 2-chloro-6-hydrazinopyridine (300 mg, 2.09 mmol) in 2-propanol (10.4 mL), was added 4,4,4-trifluoro-1-(2-furyl)-1,3-butanedione (0.310 mL, 2.090 mmol) followed by 2 drops of conc HCl. The resulting mixture was heated to reflux overnight and then evaporated to dryness. A 2:1 mixture of regioisomeric products 45 (588 mg, 90% yield) were isolated as a pale yellow oil. LRMS (ESI): calc. 313.6; found 313.6 (M)+. The product is FC1=CC=C(C=C1)S(=O)(=O)CC1=CC=C(C(=C1C(=O)OC)OC)C1=COC=C1 (Methyl 6-(4-fluorobenzenesulphonylmethyl)-3-(furan-3-yl)-2-methoxybenzoate). Reported procedure: Prepared by proceeding in a manner similar to Intermediate 36, starting from methyl 3-bromo-6-(4-fluorobenzenesulphonylmethyl)-2-methoxybenzoate (Intermediate 117) and furan-3-yl boronic acid. The reactants are C1(=CC=CC=C1)S(=O)(=O)CC1=CC=C(C(=C1C(=O)OCC)O)C1=COC=C1 (ethyl 6-(benzenesulphonylmethyl)-3-(furan-3-yl)-2-hydroxybenzoate), O1C=C(C=C1)B(O)O (furan-3-yl boronic acid), BrC=1C(=C(C(=O)OC)C(=CC1)CS(=O)(=O)C1=CC=C(C=C1)F)OC (methyl 3-bromo-6-(4-fluorobenzenesulphonylmethyl)-2-methoxybenzoate), BrC=1C(=C(C(=O)OC)C(=CC1)CS(=O)(=O)C1=CC=C(C=C1)F)OC (methyl 3-bromo-6-(4-fluorobenzenesulphonylmethyl)-2-methoxybenzoate). As a reaction SMILES: C1(S(CC2C(C(OCC)=O)=C(O)C([C:23]3[CH:27]=[CH:26][O:25][CH:24]=3)=CC=2)(=O)=O)C=CC=CC=1.Br[C:29]1[C:30]([O:50][CH3:51])=[C:31]([C:36]([CH2:39][S:40]([C:43]2[CH:48]=[CH:47][C:46]([F:49])=[CH:45][CH:44]=2)(=[O:42])=[O:41])=[CH:37][CH:38]=1)[C:32]([O:34][CH3:35])=[O:33].O1C=CC(B(O)O)=C1>>[F:49][C:46]1[CH:47]=[CH:48][C:43]([S:40]([CH2:39][C:36]2[C:31]([C:32]([O:34][CH3:35])=[O:33])=[C:30]([O:50][CH3:51])[C:29]([C:23]3[CH:27]=[CH:26][O:25][CH:24]=3)=[CH:38][CH:37]=2)(=[O:42])=[O:41])=[CH:44][CH:45]=1. Reactants: BrC(C)C (2-Bromopropane), BrC=1C(=NC(=C(C#N)C1)O)C1=CC=C(C=C1)F (5-bromo-6-(4-fluorophenyl)-2-hydroxynicotinonitrile), C([O-])([O-])=O.[K+].[K+] (potassium carbonate), CN(C)C=O (DMF), resultant mixture. The solvent is O (Water). Product: BrC=1C(=NC(=C(C#N)C1)OC(C)C)C1=CC=C(C=C1)F (5-Bromo-6-(4-fluorophenyl)-2-isopropoxynicotinonitrile). As a reaction SMILES: Br[CH:2]([CH3:4])[CH3:3].[Br:5][C:6]1[C:7]([C:15]2[CH:20]=[CH:19][C:18]([F:21])=[CH:17][CH:16]=2)=[N:8][C:9]([OH:14])=[C:10]([CH:13]=1)[C:11]#[N:12].C(=O)([O-])[O-].[K+].[K+].CN(C=O)C>O>[Br:5][C:6]1[C:7]([C:15]2[CH:20]=[CH:19][C:18]([F:21])=[CH:17][CH:16]=2)=[N:8][C:9]([O:14][CH:2]([CH3:4])[CH3:3])=[C:10]([CH:13]=1)[C:11]#[N:12] |f:2.3.4|. Procedure details: 2-Bromopropane (3.32 mL) was added to a mixture of 5-bromo-6-(4-fluorophenyl)-2-hydroxynicotinonitrile (5.18 g), potassium carbonate (4.89 g), and DMF (30 mL), and the resultant mixture was stirred at 80° C. for 30 minutes. Water was added to the reaction mixture, followed by extraction with ethyl acetate. The organic layer was washed with saturated saline and dried over anhydrous magnesium sulfate, and then, the solvent was distilled off under reduced pressure. The obtained residue was purified... Reaction conditions: time 5 hour. Procedure: To a solution of crude ester 9 (10 g) in 200 mL of THF:water:methanol (150:25:25) was added with stirring 4.2 g Lithium hydroxide (3 eq). The atmosphere was replaced with nitrogen and the mixture was stirred for 5 h and then cooled via ice-water bath. The golden-brown mixture was slowly acidified with 2N aqueous hydrochloric acid to pH2. The partially precipitated acid was extracted in two portions with 4×250 mL of ethyl acetate. The combined organic layers were washed with 2×75 mL of water and ... The product is O1C(=CC=C1)C#CC#CCCCCCCCCCC(=O)O (14-(furan-2-yl)tetradeca-11,13-diynoic acid). Reactants: [OH-].[Li+] (Lithium hydroxide), O1C(=CC=C1)C#CC#C\C=C/CCCCCCCC(=O)O ((Z)-14-(furan-2-yl)tetradeca-9-en-11,13-diynoic acid), Cl (hydrochloric acid). Solvent: CCCCCCC (heptane), C1CCOC1.O.CO (THF water methanol). The yield is 68.3%. RXN SMILES: [O:1]1[CH:5]=[CH:4][CH:3]=[C:2]1[C:6]#[C:7][C:8]#[C:9]/[CH:10]=[CH:11]\[CH2:12][CH2:13][CH2:14][CH2:15][CH2:16][CH2:17][CH2:18][C:19]([OH:21])=[O:20].[OH-].[Li+].Cl>C1COCC1.O.CO.CCCCCCC>[O:1]1[CH:5]=[CH:4][CH:3]=[C:2]1[C:6]#[C:7][C:8]#[C:9][CH2:10][CH2:11][CH2:12][CH2:13][CH2:14][CH2:15][CH2:16][CH2:17][CH2:18][C:19]([OH:21])=[O:20] |f:1.2,4.5.6|. Reactants: BrCc1ccccc1, CCCn1c(=O)[nH]c(=O)c2[nH]cnc21, CO, [Na+], [OH-], O. Yields the product CCCn1c(=O)[nH]c(=O)c2c1ncn2Cc1ccccc1. RXN SMILES: [Br:17][CH2:18][c:19]1[cH:20][cH:21][cH:22][cH:23][cH:24]1.[CH2:3]([CH2:4][CH3:5])[n:6]1[c:7](=[O:16])[nH:8][c:9](=[O:15])[c:10]2[nH:11][cH:12][n:13][c:14]12.[CH3:26][OH:27].[Na+:2].[OH-:1].[OH2:25]>>[CH2:3]([CH2:4][CH3:5])[n:6]1[c:7](=[O:16])[nH:8][c:9](=[O:15])[c:10]2[n:11]([CH2:18][c:19]3[cH:20][cH:21][cH:22][cH:23][cH:24]3)[cH:12][n:13][c:14]12. Reactants: C(#N)C=1C=CC2=C(C=C(O2)CCC2=CC=C(C(=O)O)C=C2)C1 (4-[2-(5-cyano-2-benzofuranyl)ethyl]benzoic acid), ON1N=NC2=C1C=CC=C2 (1-hydroxybenzotriazole), C1(CCCCC1)N=C=NC1CCCCC1 (1,3-dicyclohexylcarbodiimide). Run in ClCCl (dichloromethane). Conditions: time 3 hour. The product is N1(N=NC2=C1C=CC=C2)OC(=O)C2=CC=C(C=C2)CCC=2OC1=C(C2)C=C(C=C1)C#N (2-[2-[4-[[(1-benzotriazolyl)oxy]carbonyl]phenyl]ethyl]-5-benzofurancarbonitrile). The yield is 78.5%. RXN SMILES: [C:1]([C:3]1[CH:4]=[CH:5][C:6]2[O:10][C:9]([CH2:11][CH2:12][C:13]3[CH:21]=[CH:20][C:16]([C:17]([OH:19])=[O:18])=[CH:15][CH:14]=3)=[CH:8][C:7]=2[CH:22]=1)#[N:2].O[N:24]1[C:28]2[CH:29]=[CH:30][CH:31]=[CH:32][C:27]=2[N:26]=[N:25]1.C1(N=C=NC2CCCCC2)CCCCC1>ClCCl>[N:24]1([O:18][C:17]([C:16]2[CH:20]=[CH:21][C:13]([CH2:12][CH2:11][C:9]3[O:10][C:6]4[CH:5]=[CH:4][C:3]([C:1]#[N:2])=[CH:22][C:7]=4[CH:8]=3)=[CH:14][CH:15]=2)=[O:19])[C:28]2[CH:29]=[CH:30][CH:31]=[CH:32][C:27]=2[N:26]=[N:25]1. Procedure: At room temperature, 1 g of 4-[2-(5-cyano-2-benzofuranyl)ethyl]benzoic acid and 578 mg of 1-hydroxybenzotriazole were dissolved in 100 ml of dichloromethane, followed by the addition of 780 mg of 1,3-dicyclohexylcarbodiimide and by subsequent stirring at the same temperature for 3 hours. After distilling off the solvent, the resulting residue was purified by subjecting it to silica gel column chromatography using a chloroform/ethanol mixture as an elution solvent, and the thus purified product w...